Dataset: the Open Reaction Database (ORD), a public repository of structured organic reaction records. Task: describe an organic reaction: reactants, conditions, products, and yield The reactants are [OH-].[Na+] (NaOH), C(C)OC=1NCCN1 (2-ethoxyimidazoline), S (hydrogen sulfide). Solvent: O (water). Yields the product N[C@@H](CCONC(=N)C)C(=O)O (canavanine). Isolated yield 16.0%. As a reaction SMILES: C(OC1N[CH2:6][CH2:7][N:8]=1)C.[OH-:9].[Na+].S>O>[NH2:8][C@H:7]([C:6]([OH:9])=[O:9])[CH2:7][CH2:6][O:9][NH:8][C:7]([CH3:6])=[NH:8] |f:1.2|. Procedure details: The ethylene analog of canavanine 8, was obtained by treatment of the copper salt of L-canaline (1 mmol, 7), prepared as described for 4, with 2-ethoxyimidazoline (240 mg, 1.8 mmol) in water (5 mL) at 45° C. for 4 days. After adjusting the solution to pH 5.0 with 1N NaOH, hydrogen sulfide was bubbled through for 5 min. The acidic reaction mixture was filtered and the filtrate adjusted to pH 3.4 with 1N NaOH. This solution was applied to a 25 cm3 column of Dowex 50×8 (NH4+) and the resin was wash... The reactants are O.[OH-].[Li+] (lithium hydroxide monohydrate), OCC=1N=C(N(C1C(=O)OCC)CC1=CC=C(C=C1)C1=C(C=CC=C1)C1=NN=NN1C(C1=CC=CC=C1)(C1=CC=CC=C1)C1=CC=CC=C1)CCC (ethyl 4-hydroxymethyl-2-propyl-1-{4-[2-(trityltetrazol-5-yl)phenyl]phenyl}methylimidazole-5-carboxylate). The solvent is O (water), O1CCOCC1 (dioxane). Run at temperature 80 celsius, time 5 hour. Yields the product OCC=1N=C(N(C1C(=O)O)CC1=CC=C(C=C1)C1=C(C=CC=C1)C1=NN=NN1C(C1=CC=CC=C1)(C1=CC=CC=C1)C1=CC=CC=C1)CCC (4-Hydroxymethyl-2-propyl-1-{4-[2-(trityltetrazol-5-yl)phenyl]phenyl}methylimidazole-5-carboxylic acid). As a reaction SMILES: O.[OH-].[Li+].[OH:4][CH2:5][C:6]1[N:7]=[C:8]([CH2:53][CH2:54][CH3:55])[N:9]([CH2:16][C:17]2[CH:22]=[CH:21][C:20]([C:23]3[CH:28]=[CH:27][CH:26]=[CH:25][C:24]=3[C:29]3[N:33]([C:34]([C:47]4[CH:52]=[CH:51][CH:50]=[CH:49][CH:48]=4)([C:41]4[CH:46]=[CH:45][CH:44]=[CH:43][CH:42]=4)[C:35]4[CH:40]=[CH:39][CH:38]=[CH:37][CH:36]=4)[N:32]=[N:31][N:30]=3)=[CH:19][CH:18]=2)[C:10]=1[C:11]([O:13]CC)=[O:12]>O.O1CCOCC1>[OH:4][CH2:5][C:6]1[N:7]=[C:8]([CH2:53][CH2:54][CH3:55])[N:9]([CH2:16][C:17]2[CH:18]=[CH:19][C:20]([C:23]3[CH:28]=[CH:27][CH:26]=[CH:25][C:24]=3[C:29]3[N:33]([C:34]([C:41]4[CH:46]=[CH:45][CH:44]=[CH:43][CH:42]=4)([C:47]4[CH:48]=[CH:49][CH:50]=[CH:51][CH:52]=4)[C:35]4[CH:40]=[CH:39][CH:38]=[CH:37][CH:36]=4)[N:32]=[N:31][N:30]=3)=[CH:21][CH:22]=2)[C:10]=1[C:11]([OH:13])=[O:12] |f:0.1.2|. Reported procedure: A solution of 0.66 g of lithium hydroxide monohydrate in 20 ml of water was added to a solution of 1.22 g of ethyl 4-hydroxymethyl-2-propyl-1-{4-[2-(trityltetrazol-5-yl)phenyl]phenyl}methylimidazole-5-carboxylate [prepared as described in Example 35(b)] in 5 ml of dioxane, and the resulting mixture was stirred at 80° C. for 5 hours. At the end of this time, the reaction mixture was freed from dioxane by distillation under reduced pressure, and the aqueous residue was mixed with ice and with ethy... Solvent: O1CCOCC1 (dioxane). As a reaction SMILES: [N+:1]([C:4]1[CH:5]=[C:6]([CH:9]=[CH:10][CH:11]=1)[CH2:7][NH2:8])([O-:3])=[O:2].[O:12]=[C:13](Cl)OC(Cl)(Cl)Cl>O1CCOCC1>[N:8]([CH2:7][C:6]1[CH:9]=[CH:10][CH:11]=[C:4]([N+:1]([O-:3])=[O:2])[CH:5]=1)=[C:13]=[O:12]. Yield: 126.4%. Conditions: temperature 75 celsius, time 3 hour. Reactants: [N+](=O)([O-])C=1C=C(CN)C=CC1 (3-Nitro-benzylamine), O=C(OC(Cl)(Cl)Cl)Cl (Diphosgene). The product is N(=C=O)CC1=CC(=CC=C1)[N+](=O)[O-] (1-Isocyanatomethyl-3-nitro-benzene). Procedure: 3-Nitro-benzylamine (2.3 g, 15.1 mmol) was dissolved in anhydrous dioxane (50 ml) under N2 atmosphere. Diphosgene (2.2 ml, 18.2 mmol) was added, a precipitate formed which dissolved upon heating to 75° C. The reaction was stirred at 75° C. for 3 h, cooled and evaporated to dryness giving 3.4 g of crude material which was used in the next step without further purification.